Dataset: the Open Reaction Database (ORD), a public repository of structured organic reaction records. Task: describe an organic reaction: reactants, conditions, products, and yield Starting materials: C(C)(C)(C)OC(=O)NC1(CS(C1)(=O)=O)C (N-(tert-butyloxycarbonyl)-1,1-dioxo-3-methyl-3-thietanamine), FC(C(=O)O)(F)F (trifluoroacetic acid). As a reaction SMILES: C(OC([NH:8][C:9]1([CH3:15])[CH2:12][S:11](=[O:14])(=[O:13])[CH2:10]1)=O)(C)(C)C.[F:16][C:17]([F:22])([F:21])[C:18]([OH:20])=[O:19]>ClCCl>[F:16][C:17]([F:22])([F:21])[C:18]([OH:20])=[O:19].[O:13]=[S:11]1(=[O:14])[CH2:12][C:9]([CH3:15])([NH2:8])[CH2:10]1 |f:3.4|. Conditions: time 8 hour. Procedure: A solution of N-(tert-butyloxycarbonyl)-1,1-dioxo-3-methyl-3-thietanamine [prepared in analogy to Example P3, step 1 and Example P1, step 5] (1.7 g, 7.2 mmol) in dichloromethane (20 ml) at 0° C. is treated with trifluoroacetic acid (13 ml) and the reaction mixture stirred overnight at ambient temperature. The mixture is concentrated under reduced pressure, the solid residue suspended in diethyl ether, stirred, filtered and dried. The crude solid product (1.4 g, 78%) with a melting point of 208-2... Run in ClCCl (dichloromethane). The product is FC(C(=O)O)(F)F.O=S1(CC(C1)(N)C)=O (1,1-dioxo-3-methyl-3-thietanamine trifluoroacetic acid salt). Starting materials: C(C1=CC=CC=C1)NCC=1NC(C2=C(N1)CCOC2)=O (2-((benzylamino)methyl)-7,8-dihydro-3H-pyrano[4,3-d]pyrimidin-4(5H)-one), FC1=CC=C(C(=O)C2CCN(CC2)CC(=O)O)C=C1 (2-(4-(4-fluorobenzoyl)piperidin-1-yl)acetic acid), C29H31FN4O4. As a reaction SMILES: [CH2:1]([NH:8][CH2:9][C:10]1[NH:11][C:12](=[O:20])[C:13]2[CH2:19][O:18][CH2:17][CH2:16][C:14]=2[N:15]=1)[C:2]1[CH:7]=[CH:6][CH:5]=[CH:4][CH:3]=1.[F:21][C:22]1[CH:39]=[CH:38][C:25]([C:26]([CH:28]2[CH2:33][CH2:32][N:31]([CH2:34][C:35](O)=[O:36])[CH2:30][CH2:29]2)=[O:27])=[CH:24][CH:23]=1>>[CH2:1]([N:8]([CH2:9][C:10]1[NH:11][C:12](=[O:20])[C:13]2[CH2:19][O:18][CH2:17][CH2:16][C:14]=2[N:15]=1)[C:35](=[O:36])[CH2:34][N:31]1[CH2:32][CH2:33][CH:28]([C:26](=[O:27])[C:25]2[CH:24]=[CH:23][C:22]([F:21])=[CH:39][CH:38]=2)[CH2:29][CH2:30]1)[C:2]1[CH:3]=[CH:4][CH:5]=[CH:6][CH:7]=1. Yields the product C(C1=CC=CC=C1)N(C(CN1CCC(CC1)C(C1=CC=C(C=C1)F)=O)=O)CC=1NC(C2=C(N1)CCOC2)=O (N-Benzyl-2-(4-(4-fluorobenzoyl)piperidin-1-yl)-N-((4-oxo-4,5,7,8-tetrahydro-3H-pyrano[4,3-d]pyrimidin-2-yl)methyl)acetamide). Procedure details: Following general procedure of Example 4, the title compound was prepared (17.7 mg) from 2-((benzylamino)methyl)-7,8-dihydro-3H-pyrano[4,3-d]pyrimidin-4(5H)-one and 2-(4-(4-fluorobenzoyl)piperidin-1-yl)acetic acid. Exact mass calculated for C29H31FN4O4 518.58. found 519.4 (ESI, M+H); 1H NMR (400 MHz, dichloromethane-d2) δ ppm 7.98 (br. s., 2H) 7.28-7.52 (m, 1H) 7.21 (d, J=7.58 Hz, 4H) 4.66 (d, J=8.08 Hz, 2H) 4.60 (br. s., 1H) 4.48 (br. s., 2H) 3.85-4.08 (m, 5H) 3.81 (br. s., 2H) 3.42 (d, J=7.07 ... Procedure details: A flask charged with TFA (0.294 ml, 3.82 mmol) was cooled to about 0° C. and treated with NaBH4 (0.0133 g, 0.353 mmol) in small portions. The mixture was stirred for 1 hour. A solution of tert-butyl 5-((3-fluorophenyl)(hydroxy)methyl)-1-((R)-5-methyl-6,7-dihydro-5H-cyclopenta[d]pyrimidin-4-yl)spiro[indoline-3,4′-piperidine]-1′-carboxylate (0.032 g, 0.0588 mmol) in DCM (0.18 mL) was added slowly over about 15 minutes. The mixture was allowed to warm to about room temperature and stirred overnight... As a reaction SMILES: C(O)(C(F)(F)F)=O.[BH4-].[Na+].[F:10][C:11]1[CH:12]=[C:13]([CH:17](O)[C:18]2[CH:19]=[C:20]3[C:26]4([CH2:31][CH2:30][N:29](C(OC(C)(C)C)=O)[CH2:28][CH2:27]4)[CH2:25][N:24]([C:39]4[C:40]5[C@H:47]([CH3:48])[CH2:46][CH2:45][C:41]=5[N:42]=[CH:43][N:44]=4)[C:21]3=[CH:22][CH:23]=2)[CH:14]=[CH:15][CH:16]=1.[OH-].[Na+].[ClH:52]>C(Cl)Cl.O.CCOCC>[ClH:52].[ClH:52].[F:10][C:11]1[CH:12]=[C:13]([CH:14]=[CH:15][CH:16]=1)[CH2:17][C:18]1[CH:19]=[C:20]2[C:26]3([CH2:27][CH2:28][NH:29][CH2:30][CH2:31]3)[CH2:25][N:24]([C:39]3[C:40]4[C@H:47]([CH3:48])[CH2:46][CH2:45][C:41]=4[N:42]=[CH:43][N:44]=3)[C:21]2=[CH:22][CH:23]=1 |f:1.2,4.5,10.11.12|. The yield is 6.0%. Reaction conditions: temperature 0 celsius, time 1 hour. Run in CCOCC (Et2O), C(Cl)Cl (DCM), O (water), C(Cl)Cl (DCM). Product: Cl.Cl.FC=1C=C(CC=2C=C3C(=CC2)N(CC32CCNCC2)C=2C3=C(N=CN2)CC[C@H]3C)C=CC1 ((R)-5-(3-fluorobenzyl)-1-(5-methyl-6,7-dihydro-5H-cyclopenta[d]pyrimidin-4-yl)spiro[indoline-3,4′-piperidine]dihydrochloride). Starting materials: C(=O)(C(F)(F)F)O (TFA), [BH4-].[Na+] (NaBH4), [OH-].[Na+] (NaOH), FC=1C=C(C=CC1)C(C=1C=C2C(=CC1)N(CC21CCN(CC1)C(=O)OC(C)(C)C)C=1C2=C(N=CN1)CC[C@H]2C)O (tert-butyl 5-((3-fluorophenyl)(hydroxy)methyl)-1-((R)-5-methyl-6,7-dihydro-5H-cyclopenta[d]pyrimidin-4-yl)spiro[indoline-3,4′-piperidine]-1′-carboxylate), [BH4-].[Na+] (NaBH4), Cl (HCl).